describe an organic reaction: reactants, conditions, products, and yield From a dataset of the Open Reaction Database (ORD), a public repository of structured organic reaction records. Starting materials: N, N1([BH2-])CCCC1.[Li+], C1CN(C[C@@H](C1=O)O)S(=O)(=O)C. The reagents and catalysts are c1ccc(cc1)-c2c3ccccc3cc4ccccc24 (9-Phenylanthracene). Reaction conditions: temperature 25 celsius, time 18 hour. The product is CS(=O)(=O)N1CC[C@@H](N)[C@H](O)C1. RXN SMILES: [CH3:1][S:2]([N:5]1[CH2:11][C@H:9]([OH:10])[C:8](=O)[CH2:7][CH2:6]1)(=[O:4])=[O:3].[NH3:12].[Li+].[BH3-]N1CCCC1>>[CH3:1][S:2]([N:5]1[CH2:11][C@@H:9]([OH:10])[C@H:8]([NH2:12])[CH2:7][CH2:6]1)(=[O:4])=[O:3]. Starting materials: CC(C)(C)OC(=O)Nc1cc(F)c(F)cc1C(=O)NCC(=O)NCC1CCN(Cc2ccc(Cl)c([N+](=O)[O-])c2)CC1, CCOC(C)=O, CO. Yields the product CC(C)(C)OC(=O)Nc1cc(F)c(F)cc1C(=O)NCC(=O)NCC1CCN(Cc2ccc(Cl)c(N)c2)CC1. As a reaction SMILES: [C:1]([CH3:2])([CH3:3])([CH3:4])[O:5][C:6](=[O:7])[NH:8][c:9]1[c:10]([C:11](=[O:12])[NH:13][CH2:14][C:15](=[O:16])[NH:17][CH2:18][CH:19]2[CH2:20][CH2:21][N:22]([CH2:25][c:26]3[cH:27][c:28]([N+:33]([O-:34])=[O:35])[c:29]([Cl:32])[cH:30][cH:31]3)[CH2:23][CH2:24]2)[cH:36][c:37]([F:41])[c:38]([F:40])[cH:39]1.[CH3:42][CH2:43][O:44][C:45](=[O:46])[CH3:47].[CH3:48][OH:49]>>[C:1]([CH3:2])([CH3:3])([CH3:4])[O:5][C:6](=[O:7])[NH:8][c:9]1[c:10]([C:11](=[O:12])[NH:13][CH2:14][C:15](=[O:16])[NH:17][CH2:18][CH:19]2[CH2:20][CH2:21][N:22]([CH2:25][c:26]3[cH:27][c:28]([NH2:33])[c:29]([Cl:32])[cH:30][cH:31]3)[CH2:23][CH2:24]2)[cH:36][c:37]([F:41])[c:38]([F:40])[cH:39]1. Reactants: CC(C)(C)[Mg]Cl, CCOCC, C1CCOC1, [Cl-], Clc1cccnc1Cl, I[Cu]I, [Na+]. The product is CC(C)(C)c1ncccc1Cl. As a reaction SMILES: [C:9]([CH3:10])([CH3:11])([CH3:12])[Mg:13][Cl:14].[CH2:15]([O:16][CH2:17][CH3:18])[CH3:19].[CH2:22]1[O:23][CH2:24][CH2:25][CH2:26]1.[Cl-:21].[Cl:1][c:2]1[n:3][cH:4][cH:5][cH:6][c:7]1[Cl:8].[Cu:27]([I:28])[I:29].[Na+:20]>>[c:2]1([C:9]([CH3:10])([CH3:11])[CH3:12])[n:3][cH:4][cH:5][cH:6][c:7]1[Cl:8]. Starting materials: OC1=C(C=CC=C1)C1=CC=CC=C1 (2-hydroxybiphenyl), Br.C(C)OC(=O)[C@H]1CN(CCC1)CCBr ((R)-1-(2-bromoethyl)-3-piperidinecarboxylic acid ethyl ester hydrobromide), C([O-])([O-])=O.[K+].[K+] (potassium carbonate). Run in CC(=O)CC(C)C (methyl isobutylketone), CC(=O)CC(C)C (methyl isobutylketone). Yields the product C(C)OC(=O)[C@H]1CN(CCC1)CCOC1=C(C=CC=C1)C1=CC=CC=C1 ((R)-1-(2-(2-phenylphenoxy) ethyl)-3-piperidinecarboxylic acid ethyl ester). The yield is 43.4%. As a reaction SMILES: [OH:1][C:2]1[CH:7]=[CH:6][CH:5]=[CH:4][C:3]=1[C:8]1[CH:13]=[CH:12][CH:11]=[CH:10][CH:9]=1.Br.[CH2:15]([O:17][C:18]([C@@H:20]1[CH2:25][CH2:24][CH2:23][N:22]([CH2:26][CH2:27]Br)[CH2:21]1)=[O:19])[CH3:16].C(=O)([O-])[O-].[K+].[K+]>CC(CC(C)C)=O>[CH2:15]([O:17][C:18]([C@@H:20]1[CH2:25][CH2:24][CH2:23][N:22]([CH2:26][CH2:27][O:1][C:2]2[CH:7]=[CH:6][CH:5]=[CH:4][C:3]=2[C:8]2[CH:9]=[CH:10][CH:11]=[CH:12][CH:13]=2)[CH2:21]1)=[O:19])[CH3:16] |f:1.2,3.4.5|. Reported procedure: A mixture of 2-hydroxybiphenyl (3.0 g, 17.6 mmol), (R)-1-(2-bromoethyl)-3-piperidinecarboxylic acid ethyl ester hydrobromide (6.1 g, 17.6 mmol, EP 374801), potassium carbonate (9.7 g, 71 mmol) and methyl isobutylketone (50 ml) was heated at reflux for 22 h. The reaction mixture was allowed to cool, diluted with methyl isobutylketone and filtered. The solvent was evaporated in vacuo and the residue was purified by column chromatography (heptane/ethyl acetate=2/3) to give 2.7 g of (R)-1-(2-(2-phen... Starting materials: CC(=O)O, Cc1c(I)cc(Cl)cc1[N+](=O)[O-], [Na+], [OH-], O, O, Cl[Sn]Cl. Product: Cc1c(N)cc(Cl)cc1I. RXN SMILES: [CH3:20][C:21](=[O:22])[OH:23].[Cl:1][c:2]1[cH:3][c:4]([N+:10]([O-:11])=[O:12])[c:5]([CH3:9])[c:6]([I:8])[cH:7]1.[Na+:19].[OH-:18].[OH2:13].[OH2:14].[Sn:15]([Cl:16])[Cl:17]>>[Cl:1][c:2]1[cH:3][c:4]([NH2:10])[c:5]([CH3:9])[c:6]([I:8])[cH:7]1. Starting materials: C, CO, CC(C)(C)OC(=O)N1CCC(C(=O)Nc2cc(Oc3ccc([N+](=O)[O-])cc3F)ccn2)CC1, [Pd]. Product: CC(C)(C)OC(=O)N1CCC(C(=O)Nc2cc(Oc3ccc(N)cc3F)ccn2)CC1. As a reaction SMILES: [C:36].[CH3:34][OH:35].[F:1][c:2]1[c:3]([O:4][c:5]2[cH:6][c:7]([NH:11][C:12](=[O:13])[CH:14]3[CH2:15][CH2:16][N:17]([C:20](=[O:21])[O:22][C:23]([CH3:24])([CH3:25])[CH3:26])[CH2:18][CH2:19]3)[n:8][cH:9][cH:10]2)[cH:27][cH:28][c:29]([N+:31]([O-:32])=[O:33])[cH:30]1.[Pd:37]>>[F:1][c:2]1[c:3]([O:4][c:5]2[cH:6][c:7]([NH:11][C:12](=[O:13])[CH:14]3[CH2:15][CH2:16][N:17]([C:20](=[O:21])[O:22][C:23]([CH3:24])([CH3:25])[CH3:26])[CH2:18][CH2:19]3)[n:8][cH:9][cH:10]2)[cH:27][cH:28][c:29]([NH2:31])[cH:30]1. Starting materials: [H-].[Na+] (sodium hydride), C(C)C=1NC=2C(=NC(=CC2C)C)N1 (2-ethyl-5,7-dimethyl-1H-imidazo[4,5-b]pyridine), BrN1C(CCC1=O)=O (N-bromosuccinimide), N(=NC(C#N)(C)C)C(C#N)(C)C (azobisisobutyronitrile), BrC=1N(N=C2C=CC(=CC12)C)C1=C(C(=O)OCC)C=CC=C1 (ethyl 2-(3-bromo-5-methyl-2H-indazol-2-yl)benzoate). Solvent: CN(C)C=O (DMF), C(Cl)(Cl)(Cl)Cl (Carbon tetrachloride). The product is BrC=1N(N=C2C=CC(=CC12)CN1C(=NC=2C1=NC(=CC2C)C)CC)C2=C(C=CC=C2)C(=O)OCC (3-[3-bromo-2-(2-ethoxycarbonylphenyl)-2H-indazol-5-yl]methyl-5,7-dimethyl-2-ethyl-3H-imidazo[4,5-b]pyridine). Isolated yield 33.1%. As a reaction SMILES: [Br:1][C:2]1[N:3]([C:12]2[CH:22]=[CH:21][CH:20]=[CH:19][C:13]=2[C:14]([O:16][CH2:17][CH3:18])=[O:15])[N:4]=[C:5]2[C:10]=1[CH:9]=[C:8]([CH3:11])[CH:7]=[CH:6]2.BrN1C(=O)CCC1=O.N(C(C)(C)C#N)=NC(C)(C)C#N.[H-].[Na+].[CH2:45]([C:47]1[NH:48][C:49]2[C:50]([N:57]=1)=[N:51][C:52]([CH3:56])=[CH:53][C:54]=2[CH3:55])[CH3:46]>CN(C=O)C.C(Cl)(Cl)(Cl)Cl>[Br:1][C:2]1[N:3]([C:12]2[CH:22]=[CH:21][CH:20]=[CH:19][C:13]=2[C:14]([O:16][CH2:17][CH3:18])=[O:15])[N:4]=[C:5]2[C:10]=1[CH:9]=[C:8]([CH2:11][N:57]1[C:50]3=[N:51][C:52]([CH3:56])=[CH:53][C:54]([CH3:55])=[C:49]3[N:48]=[C:47]1[CH2:45][CH3:46])[CH:7]=[CH:6]2 |f:3.4|. Procedure details: Carbon tetrachloride (2 ml) was added to ethyl 2-(3-bromo-5-methyl-2H-indazol-2-yl)benzoate (0.450 g, 1.25 mmol) as obtained in Reference Example 4, and the mixture was stirred. Thereto were added N-bromosuccinimide (0.223 g, 1.25 mmol) and azobisisobutyronitrile (21 mg, 0.125 mmol), and the mixture was refluxed under heating for 3.5 hours. After cooling, it was filtered, and the cake was washed with dichloromethane (2 ml) and the filtrate was concentrated. The residue was then dissolved in DMF ... The reactants are OC(C)(C)[C@@H]1C[C@](N=C(S1)NC(OC(C)(C)C)=O)(C1=CC(=CC=C1)C=1C=NC=NC1)C (tert-butyl (4S,6S)-6-(2-hydroxypropan-2-yl)-4-methyl-4-(3-(pyrimidin-5-yl)phenyl)-5,6-dihydro-4H-1,3-thiazin-2-ylcarbamate), FC(C(=O)O)(F)F (trifluoroacetic acid), CO (MeOH). Yields the product NC=1S[C@@H](C[C@@](N1)(C)C1=CC(=C(C=C1)F)C=1C=NC=NC1)C(C)(C)O (2-((4S,6S)-2-amino-4-(4-fluoro-3-(pyrimidin-5-yl)phenyl)-4-methyl-5,6-dihydro-4H-1,3-thiazin-6-yl)propan-2-ol). Yield: 67.5%. As a reaction SMILES: [OH:1][C:2]([C@H:5]1[S:10][C:9]([NH:11]C(=O)OC(C)(C)C)=[N:8][C@:7]([CH3:31])([C:19]2[CH:24]=[CH:23][CH:22]=[C:21]([C:25]3[CH:26]=[N:27][CH:28]=[N:29][CH:30]=3)[CH:20]=2)[CH2:6]1)([CH3:4])[CH3:3].CO.[F:34]C(F)(F)C(O)=O>>[NH2:11][C:9]1[S:10][C@H:5]([C:2]([OH:1])([CH3:4])[CH3:3])[CH2:6][C@:7]([C:19]2[CH:24]=[CH:23][C:22]([F:34])=[C:21]([C:25]3[CH:26]=[N:27][CH:28]=[N:29][CH:30]=3)[CH:20]=2)([CH3:31])[N:8]=1. Procedure: A solution of tert-butyl (4S,6S)-6-(2-hydroxypropan-2-yl)-4-methyl-4-(3-(pyrimidin-5-yl)phenyl)-5,6-dihydro-4H-1,3-thiazin-2-ylcarbamate (221 mg, 0.50 mmol) in trifluoroacetic acid (2 mL) is stirred at room temperature for 80 min. The mixture is added directly to a MeOH-equilibrated SCX column. The column is washed with MeOH (100 mL) and the product is eluted with 7N NH3 in MeOH (100 mL). The solution is concentrated under reduced pressure. The residue is diluted with CH2Cl2 and HCl (g) is bubbl... Reactants: C1(=CC=CC=C1)C=1C=CC=2N(C3=CC=C(C=C3C2C1)C1=CC=CC=C1)C=1C=C(C=CC1)Br (3-(3,6-diphenyl-9-carbazolyl)-bromobenzene), NC=1C=C(C=C(C#N)C1)C#N (5-aminoisophthalonitrile), C(C)(C)(C)O[Na] (t-BuONa). Reagents/catalysts: C=1C=CC(=CC1)/C=C/C(=O)/C=C/C2=CC=CC=C2.C=1C=CC(=CC1)/C=C/C(=O)/C=C/C2=CC=CC=C2.C=1C=CC(=CC1)/C=C/C(=O)/C=C/C2=CC=CC=C2.[Pd].[Pd] (Pd2DBA3). Run in C1(=CC=CC=C1)C (toluene). Reaction conditions: time 8 hour. Product: C(#N)C=1C=C(C=C(C1)C#N)N(C1=CC=CC=C1)C1=CC(=CC=C1)N1C2=CC=C(C=C2C=2C=C(C=CC12)C1=CC=CC=C1)C1=CC=CC=C1 (3,5-dicyanophenyl,3-(3,6-diphenyl-9-carbazolyl)phenylaniline). Isolated yield 50.0%. RXN SMILES: C1([C:7]2[CH:8]=[CH:9][C:10]3[N:11]([C:26]4[CH:27]=[C:28](Br)[CH:29]=[CH:30][CH:31]=4)[C:12]4[C:17]([C:18]=3[CH:19]=2)=[CH:16][C:15]([C:20]2[CH:25]=[CH:24][CH:23]=[CH:22][CH:21]=2)=[CH:14][CH:13]=4)C=CC=CC=1.[NH2:33][C:34]1[CH:35]=[C:36]([C:42]#[N:43])[CH:37]=[C:38]([CH:41]=1)[C:39]#[N:40].[C:44](O[Na])([CH3:47])([CH3:46])C>C1(C)C=CC=CC=1.C1C=CC(/C=C/C(/C=C/C2C=CC=CC=2)=O)=CC=1.C1C=CC(/C=C/C(/C=C/C2C=CC=CC=2)=O)=CC=1.C1C=CC(/C=C/C(/C=C/C2C=CC=CC=2)=O)=CC=1.[Pd].[Pd]>[C:42]([C:36]1[CH:35]=[C:34]([N:33]([C:8]2[CH:7]=[CH:19][CH:18]=[C:10]([N:11]3[C:12]4[CH:13]=[CH:14][C:15]([C:20]5[CH:25]=[CH:24][CH:23]=[CH:22][CH:21]=5)=[CH:16][C:17]=4[C:27]4[C:26]3=[CH:31][CH:30]=[C:29]([C:46]3[CH:44]=[CH:47][CH:17]=[CH:12][CH:13]=3)[CH:28]=4)[CH:9]=2)[C:7]2[CH:8]=[CH:9][CH:10]=[CH:18][CH:19]=2)[CH:41]=[C:38]([C:39]#[N:40])[CH:37]=1)#[N:43] |f:4.5.6.7.8|. Procedure details: 9.0 g of carbazole from step (2b) from Example 2 above and 2.7 g 5-aminoisophthalonitrile were mixed in 50 mL toluene in nitrogen filled glove box. 0.2 g Pd2DBA3 and 0.09 g tri-t-butylphosphinewere added followed quickly by 1.81 g t-BuONa. The mixture was heated briefly to reflux then held at 80° C. overnight in the glove box with vigorous stirring. After cooling the reaction was chromatographed on silica using a gradient of DCM:hexanes (1:4 to 4:1) to elute the product which upon concentration ... Reactants: ClC1=C(C=C(C(=O)NC2=CC=C(C(=O)O)C=C2)C=C1)NS(=O)(=O)C1=CC(=CC=C1)F (4-[4-Chloro-3-(3-fluoro-benzenesulfonylamino)-benzoylamino]-benzoic acid), FC=1C=C(C=CC1)S(=O)(=O)Cl (3-fluoro-benzenesulfonyl chloride). Yields the product C(C)OC(C1=CC=C(C=C1)NC(C1=CC(=C(C=C1)Cl)NS(=O)(=O)C1=CC(=CC=C1)F)=O)=O (4-[4-chloro-3-(3-fluoro-benzenesulfonylamino)-benzoylamino]-benzoic acid ethyl ester). RXN SMILES: [Cl:1][C:2]1[CH:19]=[CH:18][C:5]([C:6]([NH:8][C:9]2[CH:17]=[CH:16][C:12]([C:13]([OH:15])=[O:14])=[CH:11][CH:10]=2)=[O:7])=[CH:4][C:3]=1[NH:20][S:21]([C:24]1[CH:29]=[CH:28][CH:27]=[C:26]([F:30])[CH:25]=1)(=[O:23])=[O:22].F[C:32]1C=C(S(Cl)(=O)=O)C=C[CH:37]=1>>[CH2:32]([O:14][C:13](=[O:15])[C:12]1[CH:16]=[CH:17][C:9]([NH:8][C:6](=[O:7])[C:5]2[CH:18]=[CH:19][C:2]([Cl:1])=[C:3]([NH:20][S:21]([C:24]3[CH:29]=[CH:28][CH:27]=[C:26]([F:30])[CH:25]=3)(=[O:22])=[O:23])[CH:4]=2)=[CH:10][CH:11]=1)[CH3:37]. Reported procedure: 4-[4-Chloro-3-(3-fluoro-benzenesulfonylamino)-benzoylamino]-benzoic acid, MS (ISP): m/e=447.1 (M−H), was prepared in analogy to example 21, steps A to D. Step C was performed using 3-fluoro-benzenesulfonyl chloride and yielded 4-[4-chloro-3-(3-fluoro-benzenesulfonylamino)-benzoylamino]-benzoic acid ethyl ester, which was hydrolyzed in step D.